Dataset: the Open Reaction Database (ORD), a public repository of structured organic reaction records. Task: describe an organic reaction: reactants, conditions, products, and yield Starting materials: [BH4-], CO, CC(=O)c1cc([N+](=O)[O-])ccc1N, [Na+]. The product is CC(O)c1cc([N+](=O)[O-])ccc1N. Reaction SMILES: [BH4-:14].[CH3:16][OH:17].[NH2:1][c:2]1[c:3]([C:11]([CH3:12])=[O:13])[cH:4][c:5]([N+:8](=[O:9])[O-:10])[cH:6][cH:7]1.[Na+:15]>>[NH2:1][c:2]1[c:3]([CH:11]([CH3:12])[OH:13])[cH:4][c:5]([N+:8](=[O:9])[O-:10])[cH:6][cH:7]1.